From a dataset of the Open Reaction Database (ORD), a public repository of structured organic reaction records. describe an organic reaction: reactants, conditions, products, and yield Starting materials: CC(=O)Nc1ccc(C#N)cc1, C1CCOC1, [Li]CCCC, CCCCCC, ClCCCCI. Yields the product CC(=O)N(CCCCCl)c1ccc(C#N)cc1. As a reaction SMILES: [C:1](#[N:2])[c:3]1[cH:4][cH:5][c:6]([NH:9][C:10]([CH3:11])=[O:12])[cH:7][cH:8]1.[CH2:24]1[O:25][CH2:26][CH2:27][CH2:28]1.[CH3:13][CH2:14][CH2:15][CH2:16][Li:17].[CH3:29][CH2:30][CH2:31][CH2:32][CH2:33][CH3:34].[Cl:18][CH2:19][CH2:20][CH2:21][CH2:22][I:23]>>[C:1](#[N:2])[c:3]1[cH:4][cH:5][c:6]([N:9]([C:10]([CH3:11])=[O:12])[CH2:22][CH2:21][CH2:20][CH2:19][Cl:18])[cH:7][cH:8]1. Yields the product Cc1cc2cc(N)ccc2n1CCN1CCCC1. The reactants are Cc1cc2cc([N+](=O)[O-])ccc2n1CCN1CCCC1, CCO. Reaction SMILES: [CH3:1][c:2]1[n:3]([CH2:14][CH2:15][N:16]2[CH2:17][CH2:18][CH2:19][CH2:20]2)[c:4]2[cH:5][cH:6][c:7]([N+:11]([O-:12])=[O:13])[cH:8][c:9]2[cH:10]1.[CH3:21][CH2:22][OH:23]>>[CH3:1][c:2]1[n:3]([CH2:14][CH2:15][N:16]2[CH2:17][CH2:18][CH2:19][CH2:20]2)[c:4]2[cH:5][cH:6][c:7]([NH2:11])[cH:8][c:9]2[cH:10]1. Product: CS(=O)(=O)C1=CC=C(C=C1)C1=CC=C(C=N1)OCC1CCN(CC1)C(=O)OC1=CC=C(C=C1)[N+](=O)[O-] (4-nitrophenyl 4-[({6-[4-(methylsulfonyl)phenyl]-3-pyridinyl}oxy)methyl]-1-piperidinecarboxylate). RXN SMILES: [CH:1]1[C:6]([N+:7]([O-:9])=[O:8])=[CH:5][CH:4]=[C:3]([O:10][C:11](Cl)=[O:12])[CH:2]=1.[CH3:14][S:15]([C:18]1[CH:23]=[CH:22][C:21]([C:24]2[CH:29]=[CH:28][C:27]([O:30][CH2:31][CH:32]3[CH2:37][CH2:36][NH:35][CH2:34][CH2:33]3)=[CH:26][N:25]=2)=[CH:20][CH:19]=1)(=[O:17])=[O:16].C(N(C(C)C)CC)(C)C>C(Cl)Cl>[CH3:14][S:15]([C:18]1[CH:23]=[CH:22][C:21]([C:24]2[N:25]=[CH:26][C:27]([O:30][CH2:31][CH:32]3[CH2:37][CH2:36][N:35]([C:11]([O:10][C:3]4[CH:4]=[CH:5][C:6]([N+:7]([O-:9])=[O:8])=[CH:1][CH:2]=4)=[O:12])[CH2:34][CH2:33]3)=[CH:28][CH:29]=2)=[CH:20][CH:19]=1)(=[O:16])=[O:17]. The reactants are C1=CC(=CC=C1[N+](=O)[O-])OC(=O)Cl (4-Nitrophenyl chloridocarbonate), CS(=O)(=O)C1=CC=C(C=C1)C1=NC=C(C=C1)OCC1CCNCC1 (2-[4-(methylsulfonyl)phenyl]-5-[(4-piperidinylmethyl)oxy]pyridine), C(C)(C)N(CC)C(C)C (diisopropylethylamine). Yield: 67.0%. Run at time 30 minute. Procedure details: 4-Nitrophenyl chloridocarbonate (268 mg, 1.33 mmol) was added to a mixture of 2-[4-(methylsulfonyl)phenyl]-5-[(4-piperidinylmethyl)oxy]pyridine (460 mg, 1.33 mmol), diisopropylethylamine (0.695 mL, 4 mmol) in CH2Cl2 (20 mL) at ambient temperature. The mixture was stirred at ambient temperature for 30 min, then concentrated, and the crude product was purified by chromatography on a silica gel column using 0 to 5% MeOH/CH2Cl2 give 456 mg (67%) of 4-nitrophenyl 4-[({6-[4-(methylsulfonyl)phenyl]-3-p... Run in C(Cl)Cl (CH2Cl2). Reactants: C(C1=CC=CC=C1)OCCCC(=O)O (4-benzyloxybutyric acid), C(CC)N (propylamine), C=1C=CC2=C(C1)N=NN2O (HOBt), CN1CCOCC1 (N-methylmorpholine), C(CCl)Cl (EDC). Run in CN(C)C=O (DMF), C(C)(=O)OCC (ethyl acetate). Conditions: temperature 22.5 celsius, time 18 hour. Yields the product C(C1=CC=CC=C1)OCCCC(=O)NCCC (4-(benzyloxy)-N-propylbutanamide). Yield: 79.8%. RXN SMILES: [CH2:1]([O:8][CH2:9][CH2:10][CH2:11][C:12]([OH:14])=O)[C:2]1[CH:7]=[CH:6][CH:5]=[CH:4][CH:3]=1.[CH2:15]([NH2:18])[CH2:16][CH3:17].C1C=CC2N(O)N=NC=2C=1.CN1CCOCC1.C(Cl)CCl>CN(C=O)C.C(OCC)(=O)C>[CH2:1]([O:8][CH2:9][CH2:10][CH2:11][C:12]([NH:18][CH2:15][CH2:16][CH3:17])=[O:14])[C:2]1[CH:3]=[CH:4][CH:5]=[CH:6][CH:7]=1. Procedure details: A mixture of 4-benzyloxybutyric acid (2.69 g, 13.8 mmol), propylamine (0.82 g, 13.8 mmol), HOBt (2.05 g, 15.2 mmol), N-methylmorpholine (1.68 g, 16.6 mmol) and EDC (2.91 g, 15.2 mmol) in DMF (6 mL) is stirred at 20-25 degrees C. for 18 hours. The mixture is diluted with ethyl acetate (40 mL) and washed with water (10 mL), hydrochloric acid (1 N, 10 mL), saturated sodium bicarbonate (10 mL), and saline (10 mL). The organic phase is separated, dried over magnesium sulfate, filtered, and concentrat... Reactants: N1=CC=CC2=CC=CC(=C12)C(=O)O (quinoline-8-carboxylic acid), ketal, C(=O)(C(F)(F)F)O (TFA), C=1(C(=CC=CC1)C(=O)N1C(CCC(=C1)OC)CNC(=O)C=1C=CC=C2C=CC=NC12)C1=CC=CC=C1 (N-((1-(biphenylcarbonyl)-5-methoxy-1,2,3,4-tetrahydropyridin-2-yl)methyl)quinoline-8-carboxamide), VI. The solvent is C(Cl)Cl (CH2Cl2). Product: C=1(C(=CC=CC1)C(=O)N1C(CCC(C1)=O)CNC(=O)C=1C=CC=C2C=CC=NC12)C1=CC=CC=C1 (N-((1-(Biphenylcarbonyl)-5-oxopiperidin-2-yl)methyl)quinoline-8-carboxamide). RXN SMILES: N1C2C(=CC=CC=2C(O)=O)C=CC=1.[C:14]1([C:44]2[CH:49]=[CH:48][CH:47]=[CH:46][CH:45]=2)[C:15]([C:20]([N:22]2[CH:27]=[C:26]([O:28]C)[CH2:25][CH2:24][CH:23]2[CH2:30][NH:31][C:32]([C:34]2[CH:35]=[CH:36][CH:37]=[C:38]3[C:43]=2[N:42]=[CH:41][CH:40]=[CH:39]3)=[O:33])=[O:21])=[CH:16][CH:17]=[CH:18][CH:19]=1.C(O)(C(F)(F)F)=O>C(Cl)Cl>[C:14]1([C:44]2[CH:45]=[CH:46][CH:47]=[CH:48][CH:49]=2)[C:15]([C:20]([N:22]2[CH2:27][C:26](=[O:28])[CH2:25][CH2:24][CH:23]2[CH2:30][NH:31][C:32]([C:34]2[CH:35]=[CH:36][CH:37]=[C:38]3[C:43]=2[N:42]=[CH:41][CH:40]=[CH:39]3)=[O:33])=[O:21])=[CH:16][CH:17]=[CH:18][CH:19]=1. Procedure details: N-((1-(Biphenylcarbonyl)-5-oxopiperidin-2-yl)methyl)quinoline-8-carboxamide was prepared according general procedure A using quinoline-8-carboxylic acid and N-((1-(biphenylcarbonyl)-5-methoxy-1,2,3,4-tetrahydropyridin-2-yl)methyl)quinoline-8-carboxamide which was synthesized from the product from Part VI above, following ketal cleavage using TFA and CH2Cl2. MS (ESI) 464 (M+H).